The task is: describe an organic reaction: reactants, conditions, products, and yield. This data is from the Open Reaction Database (ORD), a public repository of structured organic reaction records. Reactants: CCO, Cc1ccnc(Oc2cccc([N+](=O)[O-])c2)c1. Yields the product Cc1ccnc(Oc2cccc(N)c2)c1. Reaction SMILES: [CH3:18][CH2:19][OH:20].[CH3:1][c:2]1[cH:3][c:4]([O:8][c:9]2[cH:10][c:11]([N+:15]([O-:16])=[O:17])[cH:12][cH:13][cH:14]2)[n:5][cH:6][cH:7]1>>[CH3:1][c:2]1[cH:3][c:4]([O:8][c:9]2[cH:10][c:11]([NH2:15])[cH:12][cH:13][cH:14]2)[n:5][cH:6][cH:7]1. Starting materials: ClC1=CC2=C(N(C=N2)[C@H]2[C@@H](CCCC2)O)C=C1Cl ((±)-trans-2-(5,6-Dichloro-1H-benzimidazol-1-yl)cyclohexanol), N1=CC=CC=C1 (pyridine), C(C)(=O)OC(C)=O (acetic anhydride). Product: C(C)(=O)O[C@H]1[C@@H](CCCC1)N1C=NC2=C1C=C(C(=C2)Cl)Cl ((±)-trans-2-(5,6-Dichloro-1H-benzimidazol-1-yl)cyclohexyl Acetate). Yield: 97.0%. Reaction SMILES: [Cl:1][C:2]1[C:17]([Cl:18])=[CH:16][C:5]2[N:6]([C@@H:9]3[CH2:14][CH2:13][CH2:12][CH2:11][C@H:10]3[OH:15])[CH:7]=[N:8][C:4]=2[CH:3]=1.N1C=CC=CC=1.[C:25](OC(=O)C)(=[O:27])[CH3:26]>>[C:25]([O:15][C@@H:10]1[CH2:11][CH2:12][CH2:13][CH2:14][C@H:9]1[N:6]1[C:5]2[CH:16]=[C:17]([Cl:18])[C:2]([Cl:1])=[CH:3][C:4]=2[N:8]=[CH:7]1)(=[O:27])[CH3:26]. Reported procedure: (±)-trans-2-(5,6-Dichloro-1H-benzimidazol-1-yl)cyclohexanol (part a of this example, 6.25 g, 21.9 mmol) was stirred in acetic anhydride (3 ml)-pyridine (50 ml) for 18 h. Volatiles were evaporated and the residue partitioned between chloroform and saturated aqueous sodium bicarbonate. The chloroform solution was filtered through Celite/charcoal and evaporated to give title compound as an off-white solid (6.92 g, 97%), m.p. 145-147° C. The reactants are FC1=CC=C(C(=O)Cl)C=C1 (4-fluorobenzoyl chloride), CC1=C(N)C=CC=C1B1OC(C(O1)(C)C)(C)C (2-methyl-3-(4,4,5,5-tetramethyl-1,3,2-dioxaborolan-2-yl)aniline), CC1=C(N)C=CC=C1B1OC(C(O1)(C)C)(C)C (2-methyl-3-(4,4,5,5-tetramethyl-1,3,2-dioxaborolan-2-yl)aniline), TEA. The solvent is CCOC(=O)C (EtOAc), CCOC(=O)C (EtOAc). Conditions: time 22 hour. Product: FC1=CC=C(C(=O)NC2=C(C(=CC=C2)B2OC(C(O2)(C)C)(C)C)C)C=C1 (4-fluoro-N-(2-methyl-3-(4,4,5,5-tetramethyl-1,3,2-dioxaborolan-2-yl)phenyl)benzamide). RXN SMILES: [CH3:1][C:2]1[C:8]([B:9]2[O:13][C:12]([CH3:15])([CH3:14])[C:11]([CH3:17])([CH3:16])[O:10]2)=[CH:7][CH:6]=[CH:5][C:3]=1[NH2:4].[F:18][C:19]1[CH:27]=[CH:26][C:22]([C:23](Cl)=[O:24])=[CH:21][CH:20]=1>CCOC(C)=O>[F:18][C:19]1[CH:27]=[CH:26][C:22]([C:23]([NH:4][C:3]2[CH:5]=[CH:6][CH:7]=[C:8]([B:9]3[O:13][C:12]([CH3:15])([CH3:14])[C:11]([CH3:17])([CH3:16])[O:10]3)[C:2]=2[CH3:1])=[O:24])=[CH:21][CH:20]=1. Procedure details: A solution of 2-methyl-3-(4,4,5,5-tetramethyl-1,3,2-dioxaborolan-2-yl)aniline (Intermediate 50-1, 1.10 g, 4.72 mmol) in EtOAc (25 mL) was treated with TEA (0.789 mL, 5.66 mmol), then with 4-fluorobenzoyl chloride (0.577 mL, 4.81 mmol) and the mixture was stirred at rt. After 22 h, the mixture was diluted with EtOAc, washed twice with water, then with brine, and dried and concentrated to provide 4-fluoro-N-(2-methyl-3-(4,4,5,5-tetramethyl-1,3,2-dioxaborolan-2-yl)phenyl)benzamide as a glassy foam ... The reactants are C=O, CCO, CNC, COc1cc(C=O)ccc1O. Product: COc1cc(C=O)cc(CN(C)C)c1O. Reaction SMILES: [CH2:4]=[O:5].[CH3:17][CH2:18][OH:19].[CH3:1][NH:2][CH3:3].[OH:6][c:7]1[c:8]([O:15][CH3:16])[cH:9][c:10]([CH:11]=[O:12])[cH:13][cH:14]1>>[CH3:1][N:2]([CH3:3])[CH2:4][c:14]1[c:7]([OH:6])[c:8]([O:15][CH3:16])[cH:9][c:10]([CH:11]=[O:12])[cH:13]1. The reactants are BrC=1C=C(C=NC1OC1CCC1)C(=O)O (5-bromo-6-cyclobutoxy-3-pyridinecarboxylic acid), ClC1=CC=C(C=C1)B(O)O (B-(4-chlorophenyl)-boronic acid). Yields the product ClC1=CC=C(C=C1)C=1C=C(C=NC1OC1CCC1)C(=O)O (5-(4-Chloro-phenyl)-6-cyclobutoxy-3-pyridinecarboxylic acid). Reaction SMILES: Br[C:2]1[CH:3]=[C:4]([C:13]([OH:15])=[O:14])[CH:5]=[N:6][C:7]=1[O:8][CH:9]1[CH2:12][CH2:11][CH2:10]1.[Cl:16][C:17]1[CH:22]=[CH:21][C:20](B(O)O)=[CH:19][CH:18]=1>>[Cl:16][C:17]1[CH:22]=[CH:21][C:20]([C:2]2[CH:3]=[C:4]([C:13]([OH:15])=[O:14])[CH:5]=[N:6][C:7]=2[O:8][CH:9]2[CH2:12][CH2:11][CH2:10]2)=[CH:19][CH:18]=1. Reported procedure: The title compound was synthesized in analogy to Example 9a using 5-bromo-6-cyclobutoxy-3-pyridinecarboxylic acid and B-(4-chlorophenyl)-boronic acid (CAN 1679-18-1) as starting materials; MS (ESI): 302.2 (M−H)−. The reactants are C1(=CC=CC=C1)B(O)O (phenylboronic acid), C([O-])([O-])=O.[Na+].[Na+] (sodium carbonate), BrC1=CC(=C(C(=C1)F)C(C(=O)NCC1=CC=C(C=C1)C#N)OC)F ((RS)-2-(4-bromo-2,6-difluoro-phenyl)-N-(4-cyano-benzyl)-2-methoxy-acetamide). Reagents/catalysts: [Pd].C1(=CC=CC=C1)P(C1=CC=CC=C1)C1=CC=CC=C1.C1(=CC=CC=C1)P(C1=CC=CC=C1)C1=CC=CC=C1.C1(=CC=CC=C1)P(C1=CC=CC=C1)C1=CC=CC=C1.C1(=CC=CC=C1)P(C1=CC=CC=C1)C1=CC=CC=C1 (tetrakis(triphenylphosphine) palladium (0)). The solvent is CCO (EtOH), O (water), COCCOC (1,2-dimethoxyethane). Run at temperature 85 celsius, time 1.5 hour. The product is C(#N)C1=CC=C(CNC(C(OC)C2=C(C=C(C=C2F)C2=CC=CC=C2)F)=O)C=C1 ((RS)-N-(4-cyano-benzyl)-2-(3,5-difluoro-biphenyl-4-yl)-2-methoxy-acetamide). Yield: 70.1%. As a reaction SMILES: Br[C:2]1[CH:7]=[C:6]([F:8])[C:5]([CH:9]([O:22][CH3:23])[C:10]([NH:12][CH2:13][C:14]2[CH:19]=[CH:18][C:17]([C:20]#[N:21])=[CH:16][CH:15]=2)=[O:11])=[C:4]([F:24])[CH:3]=1.[C:25]1(B(O)O)[CH:30]=[CH:29][CH:28]=[CH:27][CH:26]=1.C(=O)([O-])[O-].[Na+].[Na+]>COCCOC.CCO.O.[Pd].C1(P(C2C=CC=CC=2)C2C=CC=CC=2)C=CC=CC=1.C1(P(C2C=CC=CC=2)C2C=CC=CC=2)C=CC=CC=1.C1(P(C2C=CC=CC=2)C2C=CC=CC=2)C=CC=CC=1.C1(P(C2C=CC=CC=2)C2C=CC=CC=2)C=CC=CC=1>[C:20]([C:17]1[CH:18]=[CH:19][C:14]([CH2:13][NH:12][C:10](=[O:11])[CH:9]([C:5]2[C:6]([F:8])=[CH:7][C:2]([C:25]3[CH:30]=[CH:29][CH:28]=[CH:27][CH:26]=3)=[CH:3][C:4]=2[F:24])[O:22][CH3:23])=[CH:15][CH:16]=1)#[N:21] |f:2.3.4,8.9.10.11.12|. Procedure: To a solution of (RS)-2-(4-bromo-2,6-difluoro-phenyl)-N-(4-cyano-benzyl)-2-methoxy-acetamide (example 69.1, 247 mg) in 1,2-dimethoxyethane (5 ml) was added tetrakis(triphenylphosphine) palladium (0) (73 mg). A solution of phenylboronic acid (118 mg) in EtOH (2.1 ml) and a solution of sodium carbonate (563 mg) in water (3 ml) were added. The mixture was stirred for 1.5 h at 85° C. The solids were filtered off and the filtrate was evaporated. The product was purified by flash chromatography (cyclo... Reactants: [Al+3], COC(=O)c1cc(C)c2nc(C)c(C)nc2c1, [H-], [H-], [H-], [H-], [Li+], C1CCOC1. Product: Cc1nc2cc(CO)cc(C)c2nc1C. As a reaction SMILES: [Al+3:19].[CH3:1][c:2]1[n:3][c:4]2[c:5]([CH3:17])[cH:6][c:7]([C:13](=[O:14])[O:15][CH3:16])[cH:8][c:9]2[n:10][c:11]1[CH3:12].[H-:18].[H-:21].[H-:22].[H-:23].[Li+:20].[O:24]1[CH2:25][CH2:26][CH2:27][CH2:28]1>>[CH3:1][c:2]1[n:3][c:4]2[c:5]([CH3:17])[cH:6][c:7]([CH2:13][OH:14])[cH:8][c:9]2[n:10][c:11]1[CH3:12]. Reactants: C1CCOC1, CC1(CC(COS(C)(=O)=O)NC(=O)OCc2ccccc2)CCCCC1, CN, CCO. Yields the product CNCC(CC1(C)CCCCC1)NC(=O)OCc1ccccc1. As a reaction SMILES: [CH2:29]1[O:30][CH2:31][CH2:32][CH2:33]1.[CH3:1][S:2]([O:3][CH2:6][CH:7]([CH2:8][C:9]1([CH3:15])[CH2:10][CH2:11][CH2:12][CH2:13][CH2:14]1)[NH:16][C:17](=[O:18])[O:19][CH2:20][c:21]1[cH:22][cH:23][cH:24][cH:25][cH:26]1)(=[O:4])=[O:5].[CH3:27][NH2:28].[CH3:34][CH2:35][OH:36]>>[CH2:6]([CH:7]([CH2:8][C:9]1([CH3:15])[CH2:10][CH2:11][CH2:12][CH2:13][CH2:14]1)[NH:16][C:17](=[O:18])[O:19][CH2:20][c:21]1[cH:22][cH:23][cH:24][cH:25][cH:26]1)[NH:28][CH3:27]. The reactants are aqueous solution, [OH-].[Na+] (sodium hydroxide), CC(C)O (2-propanol), OC1=C(C(=O)NC2=C(C(=O)OC)C=CC(=C2)C2=CC=CC=C2)C=C(C=C1)C1CCN(CC1)C(C)C (methyl 2-(2-hydroxy-5-(1-isopropylpiperidin-4-yl)benzamido)-4-phenylbenzoate), aqueous solution, [OH-].[Na+] (sodium hydroxide), Cl (hydrochloric acid). Run in O (water). Run at temperature 50 celsius, time 1 hour. Yields the product OC1=C(C(=O)NC2=C(C(=O)O)C=CC(=C2)C2=CC=CC=C2)C=C(C=C1)C1CCN(CC1)C(C)C (2-(2-hydroxy-5-(1-isopropylpiperidin-4-yl)benzamido)-4-phenylbenzoic acid). Yield: 74.3%. As a reaction SMILES: [OH-].[Na+].CC(O)C.[OH:7][C:8]1[CH:32]=[CH:31][C:30]([CH:33]2[CH2:38][CH2:37][N:36]([CH:39]([CH3:41])[CH3:40])[CH2:35][CH2:34]2)=[CH:29][C:9]=1[C:10]([NH:12][C:13]1[CH:22]=[C:21]([C:23]2[CH:28]=[CH:27][CH:26]=[CH:25][CH:24]=2)[CH:20]=[CH:19][C:14]=1[C:15]([O:17]C)=[O:16])=[O:11].Cl>O>[OH:7][C:8]1[CH:32]=[CH:31][C:30]([CH:33]2[CH2:34][CH2:35][N:36]([CH:39]([CH3:41])[CH3:40])[CH2:37][CH2:38]2)=[CH:29][C:9]=1[C:10]([NH:12][C:13]1[CH:22]=[C:21]([C:23]2[CH:24]=[CH:25][CH:26]=[CH:27][CH:28]=2)[CH:20]=[CH:19][C:14]=1[C:15]([OH:17])=[O:16])=[O:11] |f:0.1|. Procedure details: A 2.0 mol/L aqueous solution of sodium hydroxide (0.27 mL) was added to a 2-propanol (1.5 mL) suspension of the obtained methyl 2-(2-hydroxy-5-(1-isopropylpiperidin-4-yl)benzamido)-4-phenylbenzoate (0.086 g), followed by stirring at 50° C. for 1 hour. A 2.0 mol/L aqueous solution of sodium hydroxide (0.091 mL) was added to the reaction mixture, followed by stirring at 50° C. for 30 minutes. The reaction mixture was cooled to room temperature, and water was added thereto. After adjusting the pH t...